From a dataset of the Open Reaction Database (ORD), a public repository of structured organic reaction records. describe an organic reaction: reactants, conditions, products, and yield The reactants are ON1N=NC2=C1C=CC=C2 (1-Hydroxybenzotriazole), Cl.C(C)N=C=NCCCN(C)C (1-ethyl-3-(3-dimethylaminopropyl)carbodiimide hydrochloride), C[C@H]1C(C2=C(C[C@@H](S1)C(=O)O)C=C1C(=C2)OCO1)=O ((2R,4S)-(−)-1,2,4,5-tetrahydro-4-methyl-7,8-methylenedioxy-5-oxo-3-benzothiepin-2-carboxylic acid), NC1=CC=C(CP(OC)(OC)=O)C=C1 (dimethyl 4-aminobenzylphosphonate). The solvent is CN(C=O)C (N,N-dimethylformamide), O (water). Reaction conditions: temperature 0 celsius, time 15 hour. The product is COP(=O)(OC)CC1=CC=C(C=C1)NC(=O)[C@@H]1S[C@H](C(C2=C(C1)C=C1C(=C2)OCO1)=O)C ((2R,4S)-(−)-N-[4-(dimethoxyphosphorylmethyl)phenyl]-1,2,4,5-tetrahydro-4-methyl-7,8-methylenedioxy-5-oxo-3-benzothiepin-2-carboxamide). Yield: 64.3%. Reaction SMILES: ON1C2C=CC=CC=2N=N1.Cl.C(N=C=NCCCN(C)C)C.[CH3:23][C@@H:24]1[S:30][C@@H:29]([C:31]([OH:33])=O)[CH2:28][C:27]2[CH:34]=[C:35]3[O:40][CH2:39][O:38][C:36]3=[CH:37][C:26]=2[C:25]1=[O:41].[NH2:42][C:43]1[CH:55]=[CH:54][C:46]([CH2:47][P:48](=[O:53])([O:51][CH3:52])[O:49][CH3:50])=[CH:45][CH:44]=1>CN(C)C=O.O>[CH3:50][O:49][P:48]([CH2:47][C:46]1[CH:54]=[CH:55][C:43]([NH:42][C:31]([C@H:29]2[CH2:28][C:27]3[CH:34]=[C:35]4[O:40][CH2:39][O:38][C:36]4=[CH:37][C:26]=3[C:25](=[O:41])[C@H:24]([CH3:23])[S:30]2)=[O:33])=[CH:44][CH:45]=1)([O:51][CH3:52])=[O:53] |f:1.2|. Reported procedure: 1-Hydroxybenzotriazole (HOBt) (0.51 g) and 1-ethyl-3-(3-dimethylaminopropyl)carbodiimide hydrochloride (0.69 g) were added to a solution of (2R,4S)-(−)-1,2,4,5-tetrahydro-4-methyl-7,8-methylenedioxy-5-oxo-3-benzothiepin-2-carboxylic acid (0.84 g) and dimethyl 4-aminobenzylphosphonate (0.65 g) in N,N-dimethylformamide (DMF) (10 ml) at 0° C. This mixture was stirred at 0° C. for 1 hour and at room temperature for 15 hours, after which it was poured into water and extracted with ethyl acetate-tetra... Starting materials: CC(O)C=1N(C2=C(C=NC=3C=CC=CC23)N1)CC(C)C (α-Methyl-1-(2-methylpropyl)-1H-imidazo[4,5-c]quinoline-2-methanol), CI (methyl iodide). The product is COC(C)C=1N(C2=C(C=NC=3C=CC=CC23)N1)CC(C)C (2-(1-Methoxyethyl)-1-(2-methylpropyl)-1H-imidazo[4,5-c]quinoline). As a reaction SMILES: [CH3:1][CH:2]([C:4]1[N:5]([CH2:17][CH:18]([CH3:20])[CH3:19])[C:6]2[C:15]3[CH:14]=[CH:13][CH:12]=[CH:11][C:10]=3[N:9]=[CH:8][C:7]=2[N:16]=1)[OH:3].[CH3:21]I>>[CH3:21][O:3][CH:2]([C:4]1[N:5]([CH2:17][CH:18]([CH3:20])[CH3:19])[C:6]2[C:15]3[CH:14]=[CH:13][CH:12]=[CH:11][C:10]=3[N:9]=[CH:8][C:7]=2[N:16]=1)[CH3:1]. Procedure details: Using the general method of Example 49, α-methyl-1-(2-methylpropyl)-1H-imidazo[4,5-c]quinoline-2-methanol (3 g; 11 mmol, Example 63) was reacted with methyl iodide to provide 2.4 g of the desired product. The structure was confirmed by nuclear magnetic resonance spectroscopy. Reactants: COC(C(=CC(N(OC)CC1=CC(=C(C=C1)F)C)=O)O)=O (3-[(4-Fluoro-3-methylbenzyl)-methoxy-carbamoyl]-2-hydroxy-acrylic acid methyl ester), COC(C(=CC(N(OC)CC1=CC(=C(C=C1)F)C)=O)O)=O (3-[(4-Fluoro-3-methylbenzyl)-methoxy-carbamoyl]-2-hydroxy-acrylic acid methyl ester), C=O (paraformaldehyde), CN (methylamine), ClC=1C=C(CN(C(=O)C=2CN(C(C2O)=O)C)C)C=CC1Cl (4-Hydroxy-1-methyl-5-oxo-2,5-dihydro-1H-pyrrole-3-carboxylic acid (3,4-dichloro-benzyl)-methyl amide). The product is FC1=C(C=C(CN(C(=O)C=2CN(C(C2O)=O)C)OC)C=C1)C (4-Hydroxy-1-methyl-5-oxo-2,5-dihydro-1H-pyrrole-3-carboxylic acid (4-fluoro-3-methyl-benzyl)-methoxy-amide). The yield is 76.0%. As a reaction SMILES: CO[C:3](=[O:21])[C:4]([OH:20])=[CH:5][C:6](=[O:19])[N:7]([CH2:10][C:11]1[CH:16]=[CH:15][C:14]([F:17])=[C:13]([CH3:18])[CH:12]=1)[O:8][CH3:9].C=O.CN.ClC1C=C(C=CC=1Cl)[CH2:30][N:31](C)[C:32](C1CN(C)C(=O)C=1O)=O>>[F:17][C:14]1[CH:15]=[CH:16][C:11]([CH2:10][N:7]([O:8][CH3:9])[C:6]([C:5]2[CH2:30][N:31]([CH3:32])[C:3](=[O:21])[C:4]=2[OH:20])=[O:19])=[CH:12][C:13]=1[CH3:18]. Procedure: 3-[(4-Fluoro-3-methylbenzyl)-methoxy-carbamoyl]-2-hydroxy-acrylic acid methyl ester (Compound 64-A) was treated with paraformaldehyde and methylamine as described in the preparation of Compound 12 to give the title compound as white crystals (76% yield); mp 160–164° C. 1HNMR 400 MHz (CDCl3) δ (ppm): 2.27 (3H, s, CH3), 3.10 (3H, s, NCH3), 3.73 (3H, s, OCH3), 4.15 (2H, s, NCH2), 4.81 (2H, s, NCH2), 6.97 (1H, m, aromatic), 7.12 (2H, m, aromatics). Anal. calcd for C15H17FN2O4: C, 58.44; H, 5.56; N, ... Starting materials: CCC(=O)Cl, COc1ccc(C2CCCNC2)cc1OC, [Na+], [Na+], O=C([O-])[O-], C1CCOC1, O. Product: CCC(=O)N1CCCC(c2ccc(OC)c(OC)c2)C1. As a reaction SMILES: [C:23]([CH2:24][CH3:25])(=[O:26])[Cl:27].[CH3:7][O:8][c:9]1[cH:10][c:11]([CH:17]2[CH2:18][NH:19][CH2:20][CH2:21][CH2:22]2)[cH:12][cH:13][c:14]1[O:15][CH3:16].[Na+:1].[Na+:2].[O-:3][C:4](=[O:5])[O-:6].[O:29]1[CH2:30][CH2:31][CH2:32][CH2:33]1.[OH2:28]>>[CH3:7][O:8][c:9]1[cH:10][c:11]([CH:17]2[CH2:18][N:19]([C:23]([CH2:24][CH3:25])=[O:26])[CH2:20][CH2:21][CH2:22]2)[cH:12][cH:13][c:14]1[O:15][CH3:16]. The reactants are COC(=O)C(N)Cc1ccc(Cl)c(Cl)c1, Cl, O=C(O)c1ccc(I)cc1NS(=O)(=O)c1cccc2nsnc12. Product: COC(=O)C(Cc1ccc(Cl)c(Cl)c1)NC(=O)c1ccc(I)cc1NS(=O)(=O)c1cccc2nsnc12. RXN SMILES: [CH3:2][O:3][C:4]([CH:5]([CH2:6][c:7]1[cH:8][c:9]([Cl:14])[c:10]([Cl:13])[cH:11][cH:12]1)[NH2:15])=[O:16].[ClH:1].[n:17]1[c:18]2[c:19]([n:20][s:21]1)[c:22]([S:26](=[O:27])(=[O:28])[NH:29][c:30]1[c:31]([C:32](=[O:33])[OH:34])[cH:35][cH:36][c:37]([I:39])[cH:38]1)[cH:23][cH:24][cH:25]2>>[CH3:2][O:3][C:4]([CH:5]([CH2:6][c:7]1[cH:8][c:9]([Cl:14])[c:10]([Cl:13])[cH:11][cH:12]1)[NH:15][C:32]([c:31]1[c:30]([NH:29][S:26]([c:22]2[c:19]3[c:18]([n:17][s:21][n:20]3)[cH:25][cH:24][cH:23]2)(=[O:27])=[O:28])[cH:38][c:37]([I:39])[cH:36][cH:35]1)=[O:33])=[O:16]. Starting materials: FC1(OC2=C(O1)C=CC(=C2)C=O)F (2,2-difluoro-benzo[1,3]dioxole-5-carbaldehyde), FC1(OC2=C(O1)C=CC(=C2)C=O)F (2,2-difluoro-benzo[1,3]dioxole-5-carbaldehyde), [N+](=O)([O-])C (nitromethane), C(C)(=O)[O-].[NH4+] (ammonium acetate). The solvent is C(C)(=O)O (acetic acid). The product is FC1(OC2=C(O1)C=CC(=C2)C=C[N+](=O)[O-])F (2,2-difluoro-5-(2-nitro-vinyl)-benzo[1,3]dioxole). Isolated yield 56.8%. RXN SMILES: [F:1][C:2]1([F:13])[O:6][C:5]2[CH:7]=[CH:8][C:9]([CH:11]=O)=[CH:10][C:4]=2[O:3]1.[N+:14]([CH3:17])([O-:16])=[O:15].C([O-])(=O)C.[NH4+]>C(O)(=O)C>[F:1][C:2]1([F:13])[O:6][C:5]2[CH:7]=[CH:8][C:9]([CH:11]=[CH:17][N+:14]([O-:16])=[O:15])=[CH:10][C:4]=2[O:3]1 |f:2.3|. Procedure details: To a solution of 2,2-difluoro-benzo[1,3]dioxole-5-carbaldehyde [5.48 g, 29.44 mmol, Intermediate (60)] and nitromethane (4.78 mL, 88.32 mmol) in acetic acid (90 mL) is added ammonium acetate (5.67 g, 73.6 mmol). The reaction mixture is heated to reflux for 5.5 hours. Acetic acid is removed in vacuo and the residue is added water (20 mL) and extracted with DCM (3×50 mL), organic layers are combined and washed with 2 N sodium hydroxide, water and brine, dried over sodium sulfate and concentrated. ... Starting materials: O=C1CCN(CC1)C1=C(C=CC=C1)NS(=O)(=O)C1=CC=C(C=C1)NC(C)=O (N-{4-[2-(4-Oxo-piperidine-1-yl)-phenylsulfamoyl]-phenyl}-acetamide), C1=CC(=C(C=C1[C@@H](CN)O)O)O (L-norepinephrine). The product is OC=1C=C(C=CC1O)[C@H](CNC1CCN(CC1)C1=C(NS(=O)(=O)C2=CC=C(C=C2)NC(C)=O)C=CC=C1)O (N-(4-{[2-(4-{[(2R)-2-(3,4-Dihydroxyphenyl)-2-hydroxyethyl]amino}-1-piperdinyl)-anilino]sulfonyl}phenyl)acetamide). Reaction SMILES: O=[C:2]1[CH2:7][CH2:6][N:5]([C:8]2[CH:13]=[CH:12][CH:11]=[CH:10][C:9]=2[NH:14][S:15]([C:18]2[CH:23]=[CH:22][C:21]([NH:24][C:25](=[O:27])[CH3:26])=[CH:20][CH:19]=2)(=[O:17])=[O:16])[CH2:4][CH2:3]1.[CH:28]1[C:33]([C@H:34]([OH:37])[CH2:35][NH2:36])=[CH:32][C:31]([OH:38])=[C:30]([OH:39])[CH:29]=1>>[OH:38][C:31]1[CH:32]=[C:33]([C@@H:34]([OH:37])[CH2:35][NH:36][CH:2]2[CH2:3][CH2:4][N:5]([C:8]3[CH:13]=[CH:12][CH:11]=[CH:10][C:9]=3[NH:14][S:15]([C:18]3[CH:23]=[CH:22][C:21]([NH:24][C:25](=[O:27])[CH3:26])=[CH:20][CH:19]=3)(=[O:16])=[O:17])[CH2:6][CH2:7]2)[CH:28]=[CH:29][C:30]=1[OH:39]. Procedure details: The title compound was prepared from N-{4-[2-(4-oxo-piperidine-1-yl)-phenylsulfamoyl]-phenyl}-acetamide (which was obtained in Example 222) and L-norepinephrine according to the procedure of Example 255 as a grey solid; 1H NMR (300 MHz, DMSO-d6) δ 1.30-1.52 (m, 2H), 1.70-1.90 (m, 2H), 1.89 (s, 3H), 2.50-3.50 (m, 7H), 4.40-4.55 (m, 1H), 6.00 (brs, 1H), 6.50-6.80 (m, 3H), 6.95-7.15 (m, 2H), 7.25-7.40 (m, 2H), 7.60-7.75 (m, 4H), 10.30 (s, 1H); MS (ES) m/z: 541.4 (MH+); HRMS Calcd. for C27H33N4O6S(M... The reactants are O=C([O-])[O-], CCOC(C)=O, CS(C)=O, [K+], [K+], O, O=C(Nc1ccccc1O)c1ccsc1Br. Yields the product O=C1Nc2ccccc2Oc2sccc21. RXN SMILES: [C:17](=[O:18])([O-:19])[O-:20].[C:23]([O:24][CH2:25][CH3:26])(=[O:27])[CH3:28].[CH3:30][S:31](=[O:32])[CH3:33].[K+:21].[K+:22].[OH2:29].[OH:1][c:2]1[c:3]([NH:8][C:9](=[O:10])[c:11]2[c:12]([Br:16])[s:13][cH:14][cH:15]2)[cH:4][cH:5][cH:6][cH:7]1>>[O:1]1[c:2]2[c:3]([cH:4][cH:5][cH:6][cH:7]2)[NH:8][C:9](=[O:10])[c:11]2[c:12]1[s:13][cH:14][cH:15]2.